Dataset: the Open Reaction Database (ORD), a public repository of structured organic reaction records. Task: describe an organic reaction: reactants, conditions, products, and yield The reactants are ClCCCl, COC(=O)NC(C(=O)O)C(C)C, CN(C)C=O, On1nnc2ccccc21, CCC(C)C(NC(=O)OC)C(=O)NC(Cc1ccccc1)C(O)CN(N)Cc1ccc(-c2cncs2)cc1. The product is CCC(C)C(NC(=O)OC)C(=O)NC(Cc1ccccc1)C(O)CN(Cc1ccc(-c2cncs2)cc1)NC(=O)C(NC(=O)OC)C(C)C. As a reaction SMILES: [CH2:13]([Cl:14])[CH2:15][Cl:16].[CH3:1][O:2][C:3](=[O:4])[NH:5][CH:6]([CH:7]([CH3:8])[CH3:9])[C:10](=[O:11])[OH:12].[O:65]=[CH:66][N:67]([CH3:68])[CH3:69].[OH:17][n:18]1[c:19]2[c:20]([cH:21][cH:22][cH:23][cH:24]2)[n:25][n:26]1.[s:27]1[cH:28][n:29][cH:30][c:31]1-[c:32]1[cH:33][cH:34][c:35]([CH2:38][N:39]([CH2:40][CH:41]([CH:42]([CH2:43][c:44]2[cH:45][cH:46][cH:47][cH:48][cH:49]2)[NH:50][C:51]([CH:52]([NH:53][C:54](=[O:55])[O:56][CH3:57])[CH:58]([CH3:59])[CH2:60][CH3:61])=[O:62])[OH:63])[NH2:64])[cH:36][cH:37]1>>[CH3:1][O:2][C:3](=[O:4])[NH:5][CH:6]([CH:7]([CH3:8])[CH3:9])[C:10](=[O:12])[NH:64][N:39]([CH2:38][c:35]1[cH:34][cH:33][c:32](-[c:31]2[s:27][cH:28][n:29][cH:30]2)[cH:37][cH:36]1)[CH2:40][CH:41]([CH:42]([CH2:43][c:44]1[cH:45][cH:46][cH:47][cH:48][cH:49]1)[NH:50][C:51]([CH:52]([NH:53][C:54](=[O:55])[O:56][CH3:57])[CH:58]([CH3:59])[CH2:60][CH3:61])=[O:62])[OH:63]. The reactants are OC1=CC=C(C=C1)C(C)(C)C1=CC=C(C=C1)O (bisphenol A), solid, C1(=CC=CC=C1)[O-].C1(=CC=CC=C1)[O-].[Na+].[Na+] (sodium bisphenolate). The product is OC1=CC=C(C=C1)C(C)(C)C1=C(C=CC(=C1)C(C)(C1=CC=C(C=C1)O)C)O (2,4-bis[1-(4-hydroxyphenyl)-1-methylethyl]phenol). As a reaction SMILES: [OH:1][C:2]1[CH:7]=[CH:6][C:5]([C:8]([C:11]2[CH:16]=[CH:15][C:14]([OH:17])=[CH:13][CH:12]=2)([CH3:10])[CH3:9])=[CH:4][CH:3]=1.[C:18]1([O-:24])[CH:23]=[CH:22][CH:21]=[CH:20][CH:19]=1.[C:25]1([O-])[CH:30]=CC=C[CH:26]=1.[Na+].[Na+]>>[OH:24][C:18]1[CH:23]=[CH:22][C:21]([C:25]([C:13]2[CH:12]=[C:11]([C:8]([CH3:10])([C:5]3[CH:4]=[CH:3][C:2]([OH:1])=[CH:7][CH:6]=3)[CH3:9])[CH:16]=[CH:15][C:14]=2[OH:17])([CH3:30])[CH3:26])=[CH:20][CH:19]=1 |f:1.2.3.4|. Procedure: 1712 g (5.00 mol) of bisphenol A (BPA, Bayer AG) are melted at 190° C. under a nitrogen atmosphere. 20.4 g (0.05 mol) of solid sodium bisphenolate (Na2BPA) are then added. The phenol formed is removed from the resultant melt at a bottoms temperature of 180-190° C. by distillation under a water-jet vacuum (15-20 mbar). The batch preparation is repeated five times and the crude material, from which the phenol has been removed (after separation of a total of 353 g; 3.75 mol of phenol), is combined. The reactants are C1=CN=CC(=C1C(=O)O)C(=O)O (cinchomeronic acid), C(C)(=O)OC(C)=O (acetic anhydride), C(C)(=O)N (Acetamide). Reaction conditions: temperature 145 celsius. The product is C1(NC(C=2C=NC=CC21)=O)=O (Pyrrolo[3,4-c]pyridine-1,3-dione). Isolated yield 95.1%. Reaction SMILES: [CH:1]1[C:6]([C:7](O)=[O:8])=[C:5]([C:10]([OH:12])=O)[CH:4]=[N:3][CH:2]=1.C(OC(=O)C)(=O)C.C([NH2:23])(=O)C>>[C:7]1(=[O:8])[C:6]2[CH:1]=[CH:2][N:3]=[CH:4][C:5]=2[C:10](=[O:12])[NH:23]1. Reported procedure: A suspension of cinchomeronic acid (30)(50 g, 300 mmol) in acetic anhydride (123.5 g, 1200 mmol) was heated to reflux (140-150° C.) until all solid material dissolved and the mixture was homogeneous. The mixture was then cooled and concentrated in vacuo. Acetamide (50 g, 846 mmol) was then added and the mixture heated to 140° C. for 3 hours whereupon it was then cooled to room temperature. The solid residue that formed upon cooling was pulverized and triturated with water (100 ml), filtered and ... Starting materials: CO, N#C[Na], N#CSc1ccc(N)c(C(F)(F)F)c1. Product: CSc1ccc(N)c(C(F)(F)F)c1. As a reaction SMILES: [CH3:18][OH:19].[Na:15][C:16]#[N:17].[S:1]([C:2]#[N:3])[c:4]1[cH:5][c:6]([C:11]([F:12])([F:13])[F:14])[c:7]([NH2:8])[cH:9][cH:10]1>>[S:1]([CH3:2])[c:4]1[cH:5][c:6]([C:11]([F:12])([F:13])[F:14])[c:7]([NH2:8])[cH:9][cH:10]1. Starting materials: OC1=C2C=CNC2=CC=C1 (4-Hydroxyindole), C(C)Br (EtBr), C(=O)([O-])[O-].[Cs+].[Cs+] (Cs2CO3). Conditions: time 18 hour. Yields the product C(C)OC1=C2C=CNC2=CC=C1 (4-Ethoxy-1H-indole). Reaction SMILES: [OH:1][C:2]1[CH:10]=[CH:9][CH:8]=[C:7]2[C:3]=1[CH:4]=[CH:5][NH:6]2.[CH2:11](Br)[CH3:12].C([O-])([O-])=O.[Cs+].[Cs+]>>[CH2:11]([O:1][C:2]1[CH:10]=[CH:9][CH:8]=[C:7]2[C:3]=1[CH:4]=[CH:5][NH:6]2)[CH3:12] |f:2.3.4|. Procedure details: 4-Hydroxyindole (1.0 equivalents) is dissolved in dry, degassed acetone. EtBr (5.0 equivalents) and Cs2CO3 (2.5 equivalents) are added, and the resulting solution is stirred for 18 hours. The reaction mixture is filtered through a Celite plug. The solvent is evaporated, and the product is purified by flash chromatography (MeOH:CH2Cl2, 5:95) to yield the title compound. The reactants are [C-]#N.[K+] (potassium cyanide), C1(CCCC1)OC=1C=C(C=CC1OC)C=1C=NC(=NC1)S(=O)(=O)C (5-(3-Cyclopentyloxy-4-methoxyphenyl)-2-methylsulphonyl pyrimidine), C(=O)(O)[O-].[Na+] (NaHCO3). Solvent: CN(C)C=O (DMF). Reaction conditions: time 3 hour. Product: C1(CCCC1)OC=1C=C(C=CC1OC)C=1C=NC(=NC1)C#N (5-(3-Cyclopentyloxy-4-methoxyphenyl)-2-pyrimidine carbonitrile). The yield is 67.8%. As a reaction SMILES: [C-:1]#[N:2].[K+].[CH:4]1([O:9][C:10]2[CH:11]=[C:12]([C:18]3[CH:19]=[N:20][C:21](S(C)(=O)=O)=[N:22][CH:23]=3)[CH:13]=[CH:14][C:15]=2[O:16][CH3:17])[CH2:8][CH2:7][CH2:6][CH2:5]1.C([O-])(O)=O.[Na+]>CN(C=O)C>[CH:4]1([O:9][C:10]2[CH:11]=[C:12]([C:18]3[CH:19]=[N:20][C:21]([C:1]#[N:2])=[N:22][CH:23]=3)[CH:13]=[CH:14][C:15]=2[O:16][CH3:17])[CH2:8][CH2:7][CH2:6][CH2:5]1 |f:0.1,3.4|. Procedure: To a solution of potassium cyanide (205 mg) in dry DMF (10 ml) was added the compound of Example 12 (1.0 g) and the reaction mixture stirred at room temperature for 3 hr then at 50° C. for 2 h. The reaction mixture was poured into a saturated NaHCO3 solution (2.5 g Na2CO3 in 120 ml ice). The resulting yellow precipitate was filtered off and washed with water. Recrystallisation from EtOAc/hexane (1:2) gave the title compound (575 mg) as yellow needles (mp 121-123° C.). Found C, 69.15; H, 5.73; N,... The reactants are CC1(CC=C(C=2C=C(C=CC12)C#CC1=CC=C(C(=O)O)C=C1)SCC)C (4-[(7,8-dihydro-8,8-dimethyl-5-ethylthionaphth-3-yl)ethynyl]benzoic acid), CC1(CC=C(C=2C=C(C=CC12)C#CC1=CC=C(C(=O)O)C=C1)SCC)C (4-[(7,8-dihydro-8,8-dimethyl-5-ethylthionaphth-3-yl)ethynyl]benzoic acid), CC1(CC=C(C=2C=CC(=CC12)C#CC1=CC=C(C(=O)OCC)C=C1)SC(C)(C)C)C (ethyl 4-[(7,8-dihydro-8,8-dimethyl-5-(2-methyl-2-propylthio) naphth-2-yl)ethynyl]benzoate), CC1(CC=C(C=2C=CC(=CC12)C#CC1=CC=C(C(=O)OCC)C=C1)SC(C)(C)C)C (ethyl 4-[(7,8-dihydro-8,8-dimethyl-5-(2-methyl-2-propylthio) naphth-2-yl)ethynyl]benzoate). Yields the product CC1(CC=C(C=2C=C(C=CC12)C#CC1=CC=C(C(=O)O)C=C1)SC(C)(C)C)C (4-[(7,8-dihydro-8,8-dimethyl-5-(2-methyl-2-propylthio)naphth-3-yl)ethynyl]benzoic acid). RXN SMILES: CC1(C)C2C=CC([C:12]#[C:13][C:14]3[CH:22]=[CH:21][C:17]([C:18]([OH:20])=[O:19])=[CH:16][CH:15]=3)=CC=2C(SCC)=CC1.[CH3:27][C:28]1([CH3:56])[C:37]2[CH:36]=[C:35](C#CC3C=CC(C(OCC)=O)=CC=3)[CH:34]=[CH:33][C:32]=2[C:31]([S:51][C:52]([CH3:55])([CH3:54])[CH3:53])=[CH:30][CH2:29]1>>[CH3:27][C:28]1([CH3:56])[C:37]2[CH:36]=[CH:35][C:34]([C:12]#[C:13][C:14]3[CH:22]=[CH:21][C:17]([C:18]([OH:20])=[O:19])=[CH:16][CH:15]=3)=[CH:33][C:32]=2[C:31]([S:51][C:52]([CH3:54])([CH3:55])[CH3:53])=[CH:30][CH2:29]1. Reported procedure: Employing the same general procedure as for the preparation of 4-[(7,8-dihydro-8,8-dimethyl-5-ethylthionaphth-3-yl)ethynyl]benzoic acid (Compound 152), 100 mg (0.38 mmol) of ethyl 4-[(7,8-dihydro-8,8-dimethyl-5-(2-methyl-2-propylthio) naphth-2-yl)ethynyl]benzoate (Compound 159) was converted into the title compound (light yellow crystals, recrystallized from a 50% solution of acetonitrile and ethyl acetate) using 2 ml of KOH (2N aqueous solution). Starting materials: CN(C(C)=O)C1CN(CCC1)C1=CC=C(C=C1)N1C(C2=CC=C(C=C2C=C1)OC[C@H]1OCCC1)=O (N-methyl-N-[1-(4-{1-oxo-6-[(S)-1-(tetrahydrofuran-2-yl)methoxy]-1H-isoquinolin-2-yl}-phenyl)-piperidin-3-yl]-acetamide), [OH-].[Na+] (NaOH). Solvent: S(O)(O)(=O)=O (sulfuric acid). The product is CNC1CN(CCC1)C1=CC=C(C=C1)N1C(C2=CC=C(C=C2C=C1)OC[C@H]1OCCC1)=O (2-[4-(3-Methylamino-piperidin-1-yl)-phenyl]-6-[(S)-1-(tetrahydrofuran-2-yl)methoxy]-2H-isoquinolin-1-one). RXN SMILES: [CH3:1][N:2]([CH:6]1[CH2:11][CH2:10][CH2:9][N:8]([C:12]2[CH:17]=[CH:16][C:15]([N:18]3[CH:27]=[CH:26][C:25]4[C:20](=[CH:21][CH:22]=[C:23]([O:28][CH2:29][C@@H:30]5[CH2:34][CH2:33][CH2:32][O:31]5)[CH:24]=4)[C:19]3=[O:35])=[CH:14][CH:13]=2)[CH2:7]1)C(=O)C.[OH-].[Na+]>S(=O)(=O)(O)O>[CH3:1][NH:2][CH:6]1[CH2:11][CH2:10][CH2:9][N:8]([C:12]2[CH:17]=[CH:16][C:15]([N:18]3[CH:27]=[CH:26][C:25]4[C:20](=[CH:21][CH:22]=[C:23]([O:28][CH2:29][C@@H:30]5[CH2:34][CH2:33][CH2:32][O:31]5)[CH:24]=4)[C:19]3=[O:35])=[CH:14][CH:13]=2)[CH2:7]1 |f:1.2|. Procedure: A solution of N-methyl-N-[1-(4-{1-oxo-6-[(S)-1-(tetrahydrofuran-2-yl)methoxy]-1H-isoquinolin-2-yl}-phenyl)-piperidin-3-yl]-acetamide (552 mg) was stirred in 20% sulfuric acid (with methanol as solubilizing agent) for 16 h at 90° C. The mixture was neutralized with 2N NaOH, extracted with dichloromethane, dried over magnesium sulfate and concentrated. The residue was purified by preparative HPLC. In this way the product was obtained with molecular weight 433.56 (C26H31N3O3); MS (ESI): 434 (M+H+). Reactants: CI, CN(C)C=O, O=C1COc2cc(F)c(N3C(=O)C4=C(CCCC4)C3=O)c([N+](=O)[O-])c2N1, [H-], [Na+]. The product is CN1C(=O)COc2cc(F)c(N3C(=O)C4=C(CCCC4)C3=O)c([N+](=O)[O-])c21. As a reaction SMILES: [CH3:29][I:30].[CH3:31][N:32]([CH3:33])[CH:34]=[O:35].[F:1][c:2]1[cH:3][c:4]2[c:5]([c:11]([N+:24](=[O:25])[O-:26])[c:12]1[N:13]1[C:14](=[O:23])[C:15]3=[C:20]([CH2:19][CH2:18][CH2:17][CH2:16]3)[C:21]1=[O:22])[NH:6][C:7](=[O:10])[CH2:8][O:9]2.[H-:27].[Na+:28]>>[F:1][c:2]1[cH:3][c:4]2[c:5]([c:11]([N+:24](=[O:25])[O-:26])[c:12]1[N:13]1[C:14](=[O:23])[C:15]3=[C:20]([CH2:19][CH2:18][CH2:17][CH2:16]3)[C:21]1=[O:22])[N:6]([CH3:29])[C:7](=[O:10])[CH2:8][O:9]2. Yields the product C(C1=CC=CC=C1)C1=C(N=C(S1)NC(CCC1=CC(=C(C=C1)O)O)=O)C1=CC=C(C=C1)O (N-[5-benzyl-4-(4-hydroxy-phenyl)-thiazol-2-yl]-3-(3,4-dihydroxy-phenyl)-propanamide). Reactants: C(C1=CC=CC=C1)C1=C(N=C(S1)NC(CCC1=CC(=C(C=C1)OC)OC)=O)C1=CC=C(C=C1)OC (N-[5-benzyl-4-(4-methoxy-phenyl)-thiazol-2-yl]-3-(3,4-dimethoxy-phenyl)-propanamide), B(Br)(Br)Br (boron tribromide). Reported procedure: A procedure similar to that in Example 7 was used. N-[5-benzyl-4-(4-methoxy-phenyl)-thiazol-2-yl]-3-(3,4-dimethoxy-phenyl)-propanamide prepared in Example 68 and boron tribromide were used as starting materials, and the crude product was recrystallized with ethyl acetate to obtain a product as a white solid in a yield of 60.3%, mp: 94-95 └. 1H-NMR (DMSO-d6, 400 MHz) δ: 2.61 (2H, t, J=7.00 Hz, CH2), 2.68 (2H, t, J=7.00 Hz, CH2), 4.17 (2H, s, CH2), 6.43 (1H, d, J=7.84 Hz, ArH), 6.59 (2H, t, J=7.84... RXN SMILES: [CH2:1]([C:8]1[S:12][C:11]([NH:13][C:14](=[O:27])[CH2:15][CH2:16][C:17]2[CH:22]=[CH:21][C:20]([O:23]C)=[C:19]([O:25]C)[CH:18]=2)=[N:10][C:9]=1[C:28]1[CH:33]=[CH:32][C:31]([O:34]C)=[CH:30][CH:29]=1)[C:2]1[CH:7]=[CH:6][CH:5]=[CH:4][CH:3]=1.B(Br)(Br)Br>>[CH2:1]([C:8]1[S:12][C:11]([NH:13][C:14](=[O:27])[CH2:15][CH2:16][C:17]2[CH:22]=[CH:21][C:20]([OH:23])=[C:19]([OH:25])[CH:18]=2)=[N:10][C:9]=1[C:28]1[CH:33]=[CH:32][C:31]([OH:34])=[CH:30][CH:29]=1)[C:2]1[CH:7]=[CH:6][CH:5]=[CH:4][CH:3]=1. Isolated yield 60.3%.